From a dataset of the Open Reaction Database (ORD), a public repository of structured organic reaction records. describe an organic reaction: reactants, conditions, products, and yield RXN SMILES: C(OCC)(=O)C.[CH:7]1[CH:12]=[CH:11][C:10]([CH2:13][CH2:14][C@H:15]([NH2:19])[C:16]([OH:18])=[O:17])=[CH:9][CH:8]=1>O>[NH2:19][C@@H:15]([C:16]([OH:18])=[O:17])[CH2:14][CH2:13][C:10]1[CH:9]=[CH:8][CH:7]=[CH:12][CH:11]=1. Reactants: C(C)(=O)OCC (ethyl acetate), C1=CC=C(C=C1)CC[C@@H](C(=O)O)N (L-HPA). The solvent is O (water). Yields the product N[C@H](CCC1=CC=CC=C1)C(=O)O (D-homophenylalanine). Procedure: After the completion of the reaction, an extractant such as ethyl acetate is added to the reaction mixture which separates the reaction mixture into an upper layer and a lower layer. The upper layer contains D-HPAE in the organic solvent and the lower layer contains L-HPA in water. After separating the lower layer from the upper layer, the extractant, i.e., ethyl acetate, can be vaporized to obtain D-HPAE, which can be chemically hydrolyzed to obtain D-homophenylalanine. The reactants are COC(=O)C1=CC=C(C=C1)C1=CC=C(C=C1)COS(=O)(=O)C (4′-Methanesulfonyloxymethyl-biphenyl-4-carboxylic acid methyl ester), C(C)(C)(C)N1S(C(CC1=O)C1=CC=C(C=C1)CS)(=O)=O (2-tert-Butyl-5-(4-mercaptomethyl-phenyl)-1,1-dioxo-1λ6-isothiazolidin-3-one). The product is COC(=O)C1=CC=C(C=C1)C1=CC=C(C=C1)CSCC1=CC=C(C=C1)C1CC(N(S1(=O)=O)C(C)(C)C)=O (4′-[4-(2-tert-Butyl-1,1,3-trioxo-1λ6-isothiazolidin-5-yl)-benzylsulfanylmethyl]-biphenyl-4-carboxylic acid methyl ester). Reaction SMILES: [CH3:1][O:2][C:3]([C:5]1[CH:10]=[CH:9][C:8]([C:11]2[CH:16]=[CH:15][C:14]([CH2:17]OS(C)(=O)=O)=[CH:13][CH:12]=2)=[CH:7][CH:6]=1)=[O:4].[C:23]([N:27]1[C:31](=[O:32])[CH2:30][CH:29]([C:33]2[CH:38]=[CH:37][C:36]([CH2:39][SH:40])=[CH:35][CH:34]=2)[S:28]1(=[O:42])=[O:41])([CH3:26])([CH3:25])[CH3:24]>>[CH3:1][O:2][C:3]([C:5]1[CH:6]=[CH:7][C:8]([C:11]2[CH:12]=[CH:13][C:14]([CH2:17][S:40][CH2:39][C:36]3[CH:35]=[CH:34][C:33]([CH:29]4[S:28](=[O:41])(=[O:42])[N:27]([C:23]([CH3:25])([CH3:24])[CH3:26])[C:31](=[O:32])[CH2:30]4)=[CH:38][CH:37]=3)=[CH:15][CH:16]=2)=[CH:9][CH:10]=1)=[O:4]. Procedure: This compound was prepared according to the procedure of Example 1.35, Step 4, using 4.17-A of Step 1 and 4.15-F of Example 4.15, Step 6 as the starting materials. LCMS found for C29H32NO5S2 (M+H)+: m/z=538.